Dataset: the Open Reaction Database (ORD), a public repository of structured organic reaction records. Task: describe an organic reaction: reactants, conditions, products, and yield The reactants are C(C)NCC (diethylamine), FC1=CC=C(C=C1)C1=C(C=NN1C)/C=C/C(=O)NC1=CC=C(C=C1)CC(=O)O ([4-({(2E)-3-[5-(4-fluorophenyl)-1-methyl-1H-pyrazol-4-yl]prop-2-enoyl}amino)phenyl]acetic acid), O.ON1N=NC2=C1C=CC=C2 (1-hydroxy-1H-1,2,3-benzotriazole hydrate), Cl.C(C)N=C=NCCCN(C)C (1-ethyl-3-(3-dimethylaminopropyl) carbodiimide hydrochloride). The solvent is CN(C=O)C (N,N-dimethylformamide), O (Water). Reaction conditions: time 15 hour. Yields the product C(C)N(C(CC1=CC=C(C=C1)NC(\C=C\C=1C=NN(C1C1=CC=C(C=C1)F)C)=O)=O)CC ((2E)-N-{4-[2-(diethylamino)-2-oxoethyl]phenyl}-3-[5-(4-fluorophenyl)-1-methyl-1H-pyrazol-4-yl]acrylamide). The yield is 59.9%. Reaction SMILES: [CH2:1]([NH:3][CH2:4][CH3:5])[CH3:2].[F:6][C:7]1[CH:12]=[CH:11][C:10]([C:13]2[N:17]([CH3:18])[N:16]=[CH:15][C:14]=2/[CH:19]=[CH:20]/[C:21]([NH:23][C:24]2[CH:29]=[CH:28][C:27]([CH2:30][C:31](O)=[O:32])=[CH:26][CH:25]=2)=[O:22])=[CH:9][CH:8]=1.O.ON1C2C=CC=CC=2N=N1.Cl.C(N=C=NCCCN(C)C)C>O.CN(C)C=O>[CH2:1]([N:3]([CH2:4][CH3:5])[C:31](=[O:32])[CH2:30][C:27]1[CH:26]=[CH:25][C:24]([NH:23][C:21](=[O:22])/[CH:20]=[CH:19]/[C:14]2[CH:15]=[N:16][N:17]([CH3:18])[C:13]=2[C:10]2[CH:9]=[CH:8][C:7]([F:6])=[CH:12][CH:11]=2)=[CH:29][CH:28]=1)[CH3:2] |f:2.3,4.5|. Reported procedure: A mixture of diethylamine (0.17 g), [4-({(2E)-3-[5-(4-fluorophenyl)-1-methyl-1H-pyrazol-4-yl]prop-2-enoyl}amino)phenyl]acetic acid (0.70 g), 1-hydroxy-1H-1,2,3-benzotriazole hydrate (0.35 g), 1-ethyl-3-(3-dimethylaminopropyl) carbodiimide hydrochloride (0.44 g) and N,N-dimethylformamide (20 mL) was stirred at room temperature for 15 hrs. Water was poured into the reaction mixture, and the mixture was extracted with ethyl acetate. The organic layer was washed successively with 1N hydrochloric aci... Reactants: C(C)(=O)C(C(=O)OCC)(C(=O)OCC)CC (Diethyl 2-acetyl-2- ethylmalonate), [OH-].[Na+] (sodium hydroxide), P(=O)(O)([O-])[O-].[K+].[K+] (potassium hydrogen phosphate), [H-].[Al+3].[Li+].[H-].[H-].[H-] (Lithium aluminium hydride). Run in CCOCC (ether), O (water), C(C)(=O)O (acetic acid), C(C)OCC (diethyl ether). Reaction conditions: time 3 hour. The product is C(C)C(CO)(C(C)O)CO (2-Ethyl-2-hydroxymethylbutan-1,3-diol). As a reaction SMILES: [H-].[Al+3].[Li+].[H-].[H-].[H-].[C:7]([C:10]([CH2:21][CH3:22])([C:16](OCC)=[O:17])[C:11](OCC)=[O:12])(=[O:9])[CH3:8].[OH-].[Na+].P([O-])([O-])(O)=O.[K+].[K+]>C(OCC)C.O.C(O)(=O)C>[CH2:21]([C:10]([CH2:16][OH:17])([CH:7]([OH:9])[CH3:8])[CH2:11][OH:12])[CH3:22] |f:0.1.2.3.4.5,7.8,9.10.11|. Procedure details: Lithium aluminium hydride (8.0 g.) in dry diethyl ether (200 ml) was stirred at 0°, under a current of dry nitrogen. Diethyl 2-acetyl-2- ethylmalonate (30 g.) in dry ether (50 ml) was added and the mixture was stirred at room temperature for three hours. The mixture was then refluxed, with stirring, for eight hours. A solution of sodium hydroxide (20 g.) and potassium hydrogen phosphate (20 g.) in water (150 ml) was added carefully to the cooled reaction mixture. The pH was adjusted to 5.0 with ... Starting materials: CO, N#Cc1cc(F)cc(F)c1. The product is NCc1cc(F)cc(F)c1. As a reaction SMILES: [CH3:11][OH:12].[F:1][c:2]1[cH:3][c:4]([C:5]#[N:6])[cH:7][c:8]([F:10])[cH:9]1>>[F:1][c:2]1[cH:3][c:4]([CH2:5][NH2:6])[cH:7][c:8]([F:10])[cH:9]1. Reactants: BrBr (Br2), C(CCCC)C1=CC=C(C=C1)C(=C)C1=CC2=CC=C(C=C2C=C1)OCC (1-(4-pentylphenyl)-1-(6-ethoxy-2-naphthyl)ethene), C1(=CC=CC=C1)C (toluene), O (water), potassium tert.-butylate, C(C)(C)(C)O (tert.-butanol). Solvent: CO (methanol). The product is CC1=CC=C(C=C1)C#CC1=CC2=CC=C(C=C2C=C1)OCC (1-(4-Methylphenyl)-2-(6-ethoxy-2-naphthyl)-acetylene). RXN SMILES: BrBr.C(C1C=C[C:11]([C:14]([C:16]2[CH:25]=[CH:24][C:23]3[C:18](=[CH:19][CH:20]=[C:21]([O:26][CH2:27][CH3:28])[CH:22]=3)[CH:17]=2)=C)=CC=1)CCCC.C(O)(C)(C)C.O.[C:35]1([CH3:41])[CH:40]=[CH:39][CH:38]=[CH:37][CH:36]=1>CO>[CH3:41][C:35]1[CH:40]=[CH:39][C:38]([C:11]#[C:14][C:16]2[CH:25]=[CH:24][C:23]3[C:18](=[CH:19][CH:20]=[C:21]([O:26][CH2:27][CH3:28])[CH:22]=3)[CH:17]=2)=[CH:37][CH:36]=1. Procedure: 0.112 mol of Br2 is added to 0.112 mol of 1-(4-pentylphenyl)-1-(6-ethoxy-2-naphthyl)ethene in 150 ml of toluene and 100 ml of methanol at about 10°. The reaction mixture is evaporated and the residue is heated at reflux for 4 hours together with 0.4 mol of potassium tert.-butylate and 200 ml of tert.-butanol. After cooling, pouring into water and filtering the product with suction gives, after purification by recrystallization, 1-(4-pentylphenyl)-2-(6-ethoxy-2-naphthyl)-acetylene having M. 110° ...